Dataset: the Open Reaction Database (ORD), a public repository of structured organic reaction records. Task: describe an organic reaction: reactants, conditions, products, and yield The reactants are CC(=O)[O-], CC(=O)[O-], C1CCC2=NCCCN2CC1, CS(C)=O, CC1(C)OB(c2cnc(Cl)c(NS(=O)(=O)c3ccc(F)cc3)c2)OC1(C)C, Cl, [Cu+2], O, O=c1[nH]ccc2ncccc12. Product: O=c1c2cccnc2ccn1-c1cnc(Cl)c(NS(=O)(=O)c2ccc(F)cc2)c1. As a reaction SMILES: [C:56]([O-:57])(=[O:58])[CH3:59].[C:61]([O-:62])(=[O:63])[CH3:64].[CH2:39]1[CH2:40][CH2:41][C:42]2=[N:47][CH2:46][CH2:45][CH2:44][N:43]2[CH2:48][CH2:49]1.[CH3:51][S:52]([CH3:53])=[O:54].[Cl:1][c:2]1[n:3][cH:4][c:5]([B:19]2[O:20][C:21]([CH3:22])([CH3:23])[C:24]([CH3:25])([CH3:26])[O:27]2)[cH:6][c:7]1[NH:8][S:9](=[O:10])(=[O:11])[c:12]1[cH:13][cH:14][c:15]([F:18])[cH:16][cH:17]1.[ClH:50].[Cu+2:60].[OH2:55].[n:28]1[cH:29][cH:30][cH:31][c:32]2[c:33](=[O:38])[nH:34][cH:35][cH:36][c:37]12>>[Cl:1][c:2]1[n:3][cH:4][c:5](-[n:34]2[c:33](=[O:38])[c:32]3[cH:31][cH:30][cH:29][n:28][c:37]3[cH:36][cH:35]2)[cH:6][c:7]1[NH:8][S:9](=[O:10])(=[O:11])[c:12]1[cH:13][cH:14][c:15]([F:18])[cH:16][cH:17]1. The reactants are C(#C)C=1C(=CC(=NC1)NC(C(C)(C)C)=O)C (5-ethynyl-4-methyl-2-(trimethylacetylamino)-pyridine). Run in [OH-].[Na+] (sodium hydroxide). Reaction conditions: temperature 90 celsius. Yields the product NC1=NC=C(C(=C1)C)C#C (2-Amino-5-ethynyl-4-methyl-pyridine). Reaction SMILES: [C:1]([C:3]1[C:4]([CH3:16])=[CH:5][C:6]([NH:9]C(=O)C(C)(C)C)=[N:7][CH:8]=1)#[CH:2]>[OH-].[Na+]>[NH2:9][C:6]1[CH:5]=[C:4]([CH3:16])[C:3]([C:1]#[CH:2])=[CH:8][N:7]=1 |f:1.2|. Reported procedure: A suspension of 5-ethynyl-4-methyl-2-(trimethylacetylamino)-pyridine (50 mg, 0.23 mmol) in 2N sodium hydroxide (1.0 mL) was heated at 90° C. for 18 h. The reaction mixture was cooled to room temperature, extracted with chloroform, dried (Na2SO4), and evaporated to give a tan solid. The title compound was purified by silica gel chromatography using 1% methanol/methylene chloride as eluant. Reactants: [Na] (Sodium), diester, [Li] (Lithium), C(CC(=O)OCC)(=O)OCC (diethyl malonate), C(C1=CC=CC=C1)OC(=O)N1CCC(CC1)OS(=O)(=O)C1=CC=CC=C1 (4-benzenesulfonyloxy-piperidine-1-carboxylic acid benzyl ester). Solvent: O (water), C(C)O (ethanol), C(C)O (ethanol), C(C)O (ethanol), CO (methanol). Conditions: time 16 hour. The product is C(C1=CC=CC=C1)OC(=O)N1CCC(CC1)C(C(=O)O)C(=O)O (2-(1-Benzyloxycarbonyl-piperidin-4yl)-malonic Acid). Isolated yield 56.0%. RXN SMILES: [Na].[C:2]([O:10]CC)(=[O:9])[CH2:3][C:4]([O:6]CC)=[O:5].[CH2:13]([O:20][C:21]([N:23]1[CH2:28][CH2:27][CH:26](OS(C2C=CC=CC=2)(=O)=O)[CH2:25][CH2:24]1)=[O:22])[C:14]1[CH:19]=[CH:18][CH:17]=[CH:16][CH:15]=1.[Li]>C(O)C.CO.O>[CH2:13]([O:20][C:21]([N:23]1[CH2:28][CH2:27][CH:26]([CH:3]([C:4]([OH:6])=[O:5])[C:2]([OH:10])=[O:9])[CH2:25][CH2:24]1)=[O:22])[C:14]1[CH:15]=[CH:16][CH:17]=[CH:18][CH:19]=1 |^1:0,38|. Procedure: Sodium metal (3.2 g) was dissolved in ethanol (50 ml) under a nitrogen atmosphere at room temperature. A solution of diethyl malonate (56.4 ml) in ethanol (50 ml) was added dropwise, followed by a solution of 4-benzenesulfonyloxy-piperidine-1-carboxylic acid benzyl ester (31.88 g) in ethanol (50 ml), also added dropwise. The mixture was heated to reflux for 16 h then the solvent was removed under reduced pressure. The residue was partitioned between water (100 ml) and diethyl ether (100 ml) and ... Procedure details: The title compound was prepared from trifluoro-methanesulfonic acid 3,3-dimethyl-1-oxo-indan-5-yl ester and 5-chlorothien-2-yl boronic acid according to the procedure described in example 21. MS m/z 277; HRMS: calcd for C15H13ClOS+H+, 277.04484; found (ESI, [M+H]+), 277.0444. Product: ClC1=CC=C(S1)C=1C=C2C(CC(C2=CC1)=O)(C)C (5-(5-chlorothien-2-yl)-3,3-dimethylindan-1-one). The reactants are CC1(CC(C2=CC=C(C=C12)OS(=O)(=O)C(F)(F)F)=O)C (trifluoro-methanesulfonic acid 3,3-dimethyl-1-oxo-indan-5-yl ester), ClC1=CC=C(S1)B(O)O (5-chlorothien-2-yl boronic acid). RXN SMILES: [CH3:1][C:2]1([CH3:20])[C:10]2[C:5](=[CH:6][CH:7]=[C:8](OS(C(F)(F)F)(=O)=O)[CH:9]=2)[C:4](=[O:19])[CH2:3]1.[Cl:21][C:22]1[S:26][C:25](B(O)O)=[CH:24][CH:23]=1>>[Cl:21][C:22]1[S:26][C:25]([C:8]2[CH:9]=[C:10]3[C:5](=[CH:6][CH:7]=2)[C:4](=[O:19])[CH2:3][C:2]3([CH3:1])[CH3:20])=[CH:24][CH:23]=1. The reactants are ClC=1C=C(OC2=CC=C(C=C2)NC(=O)N(C)CC(OC)OC)C=CC1Cl (N-[4-(3,4-Dichlorophenoxy)phenyl]-N'-(2,2-dimethoxyethyl)-N'-methylurea), Cl (hydrochloric acid). The solvent is O (water). The product is CN1C(N(C=C1)C1=CC=C(C=C1)OC1=CC(=C(C=C1)Cl)Cl)=O (1-methyl-3-[4-(3,4-dichlorophenoxy)phenyl]-4-imidazolin-2-one). As a reaction SMILES: [Cl:1][C:2]1[CH:3]=[C:4]([CH:23]=[CH:24][C:25]=1[Cl:26])[O:5][C:6]1[CH:11]=[CH:10][C:9]([NH:12][C:13]([N:15]([CH2:17][CH:18](OC)OC)[CH3:16])=[O:14])=[CH:8][CH:7]=1.Cl>O>[CH3:16][N:15]1[CH:17]=[CH:18][N:12]([C:9]2[CH:8]=[CH:7][C:6]([O:5][C:4]3[CH:23]=[CH:24][C:25]([Cl:26])=[C:2]([Cl:1])[CH:3]=3)=[CH:11][CH:10]=2)[C:13]1=[O:14]. Procedure details: N-[4-(3,4-Dichlorophenoxy)phenyl]-N'-(2,2-dimethoxyethyl)-N'-methylurea (0.02 mole), water (30 ml) and concentrated hydrochloric acid (3 ml) are changed into a glass reaction vessel fitted with a mechanical stirrer, thermometer and condenser. The mixture is refluxed for a period of about 30 minutes and then cooled and extracted with ethyl acetate. The extract is washed with dilute aqueous sodium bicarbonate, with two portions of water and is then dried. The ethyl acetate is removed by mild warmi... Starting materials: O=C(O)c1c(-c2ccc(Cl)cc2)ccnc1Cl, C1CCOC1, O=S(Cl)Cl. Yields the product OCc1c(-c2ccc(Cl)cc2)ccnc1Cl. RXN SMILES: [Cl:1][c:2]1[c:3]([C:4](=[O:5])[OH:6])[c:7](-[c:11]2[cH:12][cH:13][c:14]([Cl:17])[cH:15][cH:16]2)[cH:8][cH:9][n:10]1.[O:22]1[CH2:23][CH2:24][CH2:25][CH2:26]1.[S:18]([Cl:19])([Cl:20])=[O:21]>>[Cl:1][c:2]1[c:3]([CH2:4][OH:5])[c:7](-[c:11]2[cH:12][cH:13][c:14]([Cl:17])[cH:15][cH:16]2)[cH:8][cH:9][n:10]1.